Dataset: the Open Reaction Database (ORD), a public repository of structured organic reaction records. Task: describe an organic reaction: reactants, conditions, products, and yield Starting materials: COc1ccc2c(C=CC(N)=O)cc(=O)n(CC3OCCO3)c2c1, O=C(O)C(F)(F)F. Yields the product COc1ccc2c(C=CC(N)=O)cc(=O)n(CC=O)c2c1. As a reaction SMILES: [O:1]1[CH:2]([CH2:6][n:7]2[c:8](=[O:24])[cH:9][c:10]([CH:19]=[CH:20][C:21](=[O:22])[NH2:23])[c:11]3[cH:12][cH:13][c:14]([O:17][CH3:18])[cH:15][c:16]23)[O:5][CH2:4][CH2:3]1.[OH:25][C:26]([C:27]([F:28])([F:29])[F:30])=[O:31]>>[O:1]=[CH:2][CH2:6][n:7]1[c:8](=[O:24])[cH:9][c:10]([CH:19]=[CH:20][C:21](=[O:22])[NH2:23])[c:11]2[cH:12][cH:13][c:14]([O:17][CH3:18])[cH:15][c:16]12. The reactants are Cc1noc(NC(=O)OCC(Cl)(Cl)Cl)c1C, CS(C)=O, CCN(C(C)C)C(C)C, Fc1ccc(-c2csc(N3CCNCC3)n2)cc1, O. The product is Cc1noc(NC(=O)N2CCN(c3nc(-c4ccc(F)cc4)cs3)CC2)c1C. RXN SMILES: [CH3:1][c:2]1[n:3][o:4][c:5]([NH:8][C:9]([O:10][CH2:11][C:12]([Cl:13])([Cl:14])[Cl:15])=[O:16])[c:6]1[CH3:7].[CH3:45][S:46]([CH3:47])=[O:48].[CH:35]([N:36]([CH:37]([CH3:38])[CH3:39])[CH2:40][CH3:41])([CH3:42])[CH3:43].[F:17][c:18]1[cH:19][cH:20][c:21](-[c:24]2[n:25][c:26]([N:29]3[CH2:30][CH2:31][NH:32][CH2:33][CH2:34]3)[s:27][cH:28]2)[cH:22][cH:23]1.[OH2:44]>>[CH3:1][c:2]1[n:3][o:4][c:5]([NH:8][C:9](=[O:16])[N:32]2[CH2:31][CH2:30][N:29]([c:26]3[n:25][c:24](-[c:21]4[cH:20][cH:19][c:18]([F:17])[cH:23][cH:22]4)[cH:28][s:27]3)[CH2:34][CH2:33]2)[c:6]1[CH3:7].